describe an organic reaction: reactants, conditions, products, and yield From a dataset of the Open Reaction Database (ORD), a public repository of structured organic reaction records. The reactants are O=C(NC(=O)c1ccccc1)NC1CCN(CCc2c[nH]c3ccccc23)CC1, Cl, [Na+], [OH-]. The product is NC(=O)NC1CCN(CCc2c[nH]c3ccccc23)CC1. As a reaction SMILES: [C:2](=[O:3])([c:4]1[cH:5][cH:6][cH:7][cH:8][cH:9]1)[NH:10][C:11](=[O:12])[NH:13][CH:14]1[CH2:15][CH2:16][N:17]([CH2:20][CH2:21][c:22]2[cH:23][nH:24][c:25]3[cH:26][cH:27][cH:28][cH:29][c:30]23)[CH2:18][CH2:19]1.[ClH:1].[Na+:32].[OH-:31]>>[NH2:10][C:11](=[O:12])[NH:13][CH:14]1[CH2:15][CH2:16][N:17]([CH2:20][CH2:21][c:22]2[cH:23][nH:24][c:25]3[cH:26][cH:27][cH:28][cH:29][c:30]23)[CH2:18][CH2:19]1. Reactants: NC=1C=C2C=CC(=CC2=CC1)S(=O)(=O)O (6-aminonaphthalene-2-sulfonic acid), [Na] (sodium), ClC(=O)OCC1=CC=CC=C1 (benzyl chloroformate), crude product, [OH-].[Na+] (NaOH), [Na] (sodium). Run in O (water). Conditions: time 1 hour. Yields the product C(=O)(OCC1=CC=CC=C1)NC=1C=C2C=CC(=CC2=CC1)S(=O)(=O)O (N-CBz-6-aminonaphthalene-2-sulfonic acid). As a reaction SMILES: [NH2:1][C:2]1[CH:3]=[C:4]2[C:9](=[CH:10][CH:11]=1)[CH:8]=[C:7]([S:12]([OH:15])(=[O:14])=[O:13])[CH:6]=[CH:5]2.[Na].[OH-].[Na+].Cl[C:20]([O:22][CH2:23][C:24]1[CH:29]=[CH:28][CH:27]=[CH:26][CH:25]=1)=[O:21]>O>[C:20]([NH:1][C:2]1[CH:3]=[C:4]2[C:9](=[CH:10][CH:11]=1)[CH:8]=[C:7]([S:12]([OH:15])(=[O:13])=[O:14])[CH:6]=[CH:5]2)([O:22][CH2:23][C:24]1[CH:29]=[CH:28][CH:27]=[CH:26][CH:25]=1)=[O:21] |f:2.3,^1:15|. Reported procedure: To a suspension of 6-aminonaphthalene-2-sulfonic acid, sodium salt (3 g, 12.2 mmol) in 70 mL of water is added solid NaOH (1.01 g, 25 mmol) at room temperature. The mixture is stirred for 1 hour, and benzyl chloroformate (3.43 mL, 24 mmol) is then added. The resulting mixture is stirred over a period of 16 hours. The crude product is treated as in EXAMPLE 24, Part A to give 4.70 g of crude N-CBz-6-aminonaphthalene-2-sulfonic acid, sodium salt. A mixture of the sulfonic acid, sodium salt (2.3 g, ... Starting materials: C1(CC1)C1=CC=C(C(=O)O)C=C1 (4-cyclopropyl benzoic acid), S(=O)(Cl)Cl (thionyl chloride), C1(=CC=CC=C1)C (toluene), C(C)(C)(C)OC(=O)N1CCC(=CC1)C1=CC2=C(N=CN=C2C2=C(C(=CC(=C2)F)N)C)N1 (4-[4-(3-Amino-5-fluoro-2-methyl-phenyl)-7H-pyrrolo[2,3-d]pyrimidin-6-yl]-3,6-dihydro-2H-pyridine-1-carboxylic acid tert-butyl ester). Run in N1=CC=CC=C1 (pyridine). Conditions: temperature 80 celsius, time 2 hour. Yields the product C(C)(C)(C)OC(=O)N1CCC(=CC1)C1=CC2=C(N=CN=C2C2=C(C(=CC(=C2)F)N(C(C2=CC=CC=C2)=O)C2CC2)C)N1 (4-{4-[3-(Cyclopropyl-benzoylamino)-5-fluoro-2-methyl-phenyl]-7H-pyrrolo[2,3-d]pyrimidin-6-yl}-3,6-dihydro-2H-pyridine-1-carboxylic acid tert-butyl ester). Reaction SMILES: C1([C:4]2[CH:12]=[CH:11][C:7]([C:8](O)=[O:9])=[CH:6][CH:5]=2)CC1.S(Cl)(Cl)=O.[C:17]([O:21][C:22]([N:24]1[CH2:29][CH:28]=[C:27]([C:30]2[NH:47][C:33]3[N:34]=[CH:35][N:36]=[C:37]([C:38]4[CH:43]=[C:42]([F:44])[CH:41]=[C:40]([NH2:45])[C:39]=4[CH3:46])[C:32]=3[CH:31]=2)[CH2:26][CH2:25]1)=[O:23])([CH3:20])([CH3:19])[CH3:18].[C:48]1([CH3:54])C=CC=C[CH:49]=1>N1C=CC=CC=1>[C:17]([O:21][C:22]([N:24]1[CH2:25][CH:26]=[C:27]([C:30]2[NH:47][C:33]3[N:34]=[CH:35][N:36]=[C:37]([C:38]4[CH:43]=[C:42]([F:44])[CH:41]=[C:40]([N:45]([CH:54]5[CH2:48][CH2:49]5)[C:8](=[O:9])[C:7]5[CH:11]=[CH:12][CH:4]=[CH:5][CH:6]=5)[C:39]=4[CH3:46])[C:32]=3[CH:31]=2)[CH2:28][CH2:29]1)=[O:23])([CH3:20])([CH3:19])[CH3:18]. Procedure: To a solution of 4-cyclopropyl benzoic acid (0.58 g, 3.57 mmol) in toluene (2 ml), thionyl chloride (1.29 ml, 17.87 mmol) was added. The mixture was stirred at 80° C. for 2 hours and afterwards evaporated under reduced pressure. The residue was dissolved together with Intermediate 20 (1.0 g, 2.36 mmol) in pyridine (5 ml) and the mixture was stirred at room temperature for 2 hours. Pyridine was evaporated under reduced pressure and the residue was dissolved in DCM and washed with saturated sodium... The reactants are CC(C)C[Al+]CC(C)C, CCOC(=O)C=CC=Cc1ccc(CCc2nc(-c3ccccc3)oc2C)cc1, [H-]. Product: Cc1oc(-c2ccccc2)nc1CCc1ccc(C=CC=CCO)cc1. As a reaction SMILES: [CH2:31]([Al+:32][CH2:33][CH:34]([CH3:35])[CH3:36])[CH:37]([CH3:38])[CH3:39].[CH3:1][c:2]1[c:3]([CH2:13][CH2:14][c:15]2[cH:16][cH:17][c:18]([CH:21]=[CH:22][CH:23]=[CH:24][C:25](=[O:26])[O:27][CH2:28][CH3:29])[cH:19][cH:20]2)[n:4][c:5](-[c:7]2[cH:8][cH:9][cH:10][cH:11][cH:12]2)[o:6]1.[H-:30]>>[CH3:1][c:2]1[c:3]([CH2:13][CH2:14][c:15]2[cH:16][cH:17][c:18]([CH:21]=[CH:22][CH:23]=[CH:24][CH2:25][OH:26])[cH:19][cH:20]2)[n:4][c:5](-[c:7]2[cH:8][cH:9][cH:10][cH:11][cH:12]2)[o:6]1. Reactants: CN(C(C(F)(F)F)=O)CCCC1=CC=CC=C1 (N-methyl-N-(3-phenylpropan-1-yl)trifluoroacetamide), [BH4-].[Na+] (sodium borohydride). Solvent: O (water), C(C)O (ethanol). Run at time 15 hour. The product is C1(=CC=CC=C1)CCCNC ((3-phenylpropan-1-yl)methylamine). Yield: 102.7%. RXN SMILES: [CH3:1][N:2]([CH2:9][CH2:10][CH2:11][C:12]1[CH:17]=[CH:16][CH:15]=[CH:14][CH:13]=1)C(=O)C(F)(F)F.[BH4-].[Na+]>C(O)C.O>[C:12]1([CH2:11][CH2:10][CH2:9][NH:2][CH3:1])[CH:17]=[CH:16][CH:15]=[CH:14][CH:13]=1 |f:1.2|. Procedure details: To a solution of 4.0 g (16.3 mM) of N-methyl-N-(3-phenylpropan-1-yl)trifluoroacetamide in ethanol (30 ml) was added 1.23 g (32.5 mM) of sodium borohydride at room temperature and the mixture was stirred at the prevailing temperature for 15 hours. This reaction mixture was diluted with water and extracted with methylene chloride. The organic layer was washed with saturated aqueous solution of sodium chloride and dried over MgSO4. The solvent was then distilled off under reduced pressure to provid... The reactants are C(CCCCCCC\C=C/CCCCCCCC)OCCO (2-[(Z)-9-octadecen-1-yl)oxyethanol), P(OCCBr)(=O)(Cl)Cl (2-bromoethyl phosphorodichloridate), C(Cl)(Cl)Cl.CC(=O)C (chloroform acetone), N1=CC=CC=C1 (pyridine). Solvent: C1=CC=CC=C1 (benzene). The product is P(=O)(OCCOCCCCCCCC\C=C/CCCCCCCC)(OCC[N+](C)(C)C)[O-] (2-Oleyloxyethyl 2-trimethylammonioethyl phosphate). Isolated yield 9.0%. Reaction SMILES: [CH2:1]([O:19][CH2:20][CH2:21][OH:22])[CH2:2][CH2:3][CH2:4][CH2:5][CH2:6][CH2:7][CH2:8]/[CH:9]=[CH:10]\[CH2:11][CH2:12][CH2:13][CH2:14][CH2:15][CH2:16][CH2:17][CH3:18].[P:23](Cl)(Cl)(=[O:28])[O:24]CCBr.[N:31]1[CH:36]=CC=C[CH:32]=1.[CH:37](Cl)(Cl)Cl.[CH3:41][C:42](C)=[O:43]>C1C=CC=CC=1>[P:23]([O-:24])([O:43][CH2:42][CH2:41][N+:31]([CH3:36])([CH3:37])[CH3:32])([O:22][CH2:21][CH2:20][O:19][CH2:1][CH2:2][CH2:3][CH2:4][CH2:5][CH2:6][CH2:7][CH2:8]/[CH:9]=[CH:10]\[CH2:11][CH2:12][CH2:13][CH2:14][CH2:15][CH2:16][CH2:17][CH3:18])=[O:28] |f:3.4|. Procedure details: In benzene were dissolved 4.0 g of 2-[(Z)-9-octadecen-1-yl)oxyethanol and 4.6 g of 2-bromoethyl phosphorodichloridate, and following dropwise addition of 1.5 g of pyridine under ice-cooling, the mixture was stirred at room temperature. The reaction mixture was treated by the procedure of Production Example 1 including hydrolysis, quaternization, purification by silica gel column chromatography and recrystallization from chloroform-acetone to give 0.52 g (9%) of the desired product. The reactants are CS(C)=O, CC(C)(C)N(CCCl)CCCl, Cl, [H-], [Na+], N#CCc1ccccc1. Product: CC(C)(C)N1CCC(C#N)(c2ccccc2)CC1. RXN SMILES: [CH3:23][S:24]([CH3:25])=[O:26].[Cl:12][CH2:13][CH2:14][N:15]([C:16]([CH3:17])([CH3:18])[CH3:19])[CH2:20][CH2:21][Cl:22].[ClH:27].[H-:10].[Na+:11].[c:1]1([CH2:7][C:8]#[N:9])[cH:2][cH:3][cH:4][cH:5][cH:6]1>>[c:1]1([C:7]2([C:8]#[N:9])[CH2:13][CH2:14][N:15]([C:16]([CH3:17])([CH3:18])[CH3:19])[CH2:20][CH2:21]2)[cH:2][cH:3][cH:4][cH:5][cH:6]1. Reactants: ClCCl, O=C(O)C(F)(F)F, CC(C)(C)OC(=O)N1CCN(C(=O)CC(=O)NC(CCCc2ccccc2)CCCc2ccccc2)CC1. The product is O=C(CC(=O)N1CCNCC1)NC(CCCc1ccccc1)CCCc1ccccc1. RXN SMILES: [CH2:46]([Cl:47])[Cl:48].[OH:39][C:40]([C:41]([F:42])([F:43])[F:44])=[O:45].[c:1]1([CH2:7][CH2:8][CH2:9][CH:10]([CH2:11][CH2:12][CH2:13][c:14]2[cH:15][cH:16][cH:17][cH:18][cH:19]2)[NH:20][C:21]([CH2:22][C:23](=[O:24])[N:25]2[CH2:26][CH2:27][N:28]([C:31]([O:32][C:33]([CH3:34])([CH3:35])[CH3:36])=[O:37])[CH2:29][CH2:30]2)=[O:38])[cH:2][cH:3][cH:4][cH:5][cH:6]1>>[c:1]1([CH2:7][CH2:8][CH2:9][CH:10]([CH2:11][CH2:12][CH2:13][c:14]2[cH:15][cH:16][cH:17][cH:18][cH:19]2)[NH:20][C:21]([CH2:22][C:23](=[O:24])[N:25]2[CH2:26][CH2:27][NH:28][CH2:29][CH2:30]2)=[O:38])[cH:2][cH:3][cH:4][cH:5][cH:6]1. Reactants: C(C)(=O)OC1=CC=C(C=C1)I (4-Iodophenyl acetate), IC(C(OC(C(OC(C(OC(C(C(C(C(OC(C(I)(F)F)(F)F)(F)F)(F)F)(F)F)(F)F)(F)F)(F)F)(F)F)(F)F)(F)F)(F)F)(F)F (1,17-diiodoperfluoro-3,6,9,15-tetraoxaheptadecane), C(C)(=O)OC(C)=O (acetic anhydride). The reagents and catalysts are [Cu] (copper bronze). The solvent is CCOCC (ether). Yields the product C(C)(=O)OC1=CC=C(C=C1)C(C(OC(C(OC(C(OC(C(C(C(C(OC(C(C1=CC=C(C=C1)OC(C)=O)(F)F)(F)F)(F)F)(F)F)(F)F)(F)F)(F)F)(F)F)(F)F)(F)F)(F)F)(F)F)(F)F (1,17-bis (4-acetoxyphenyl)perfluoro-3,6,9,15-tetraoxaheptadecane). Reaction SMILES: [C:1]([O:4][C:5]1[CH:10]=[CH:9][C:8](I)=[CH:7][CH:6]=1)(=[O:3])[CH3:2].I[C:13]([F:56])([F:55])[C:14]([F:54])([F:53])[O:15][C:16]([F:52])([F:51])[C:17]([F:50])([F:49])[O:18][C:19]([F:48])([F:47])[C:20]([F:46])([F:45])[O:21][C:22]([F:44])([F:43])[C:23]([F:42])([F:41])[C:24]([F:40])([F:39])[C:25]([F:38])([F:37])[C:26]([F:36])([F:35])[O:27][C:28]([F:34])([F:33])[C:29]([F:32])([F:31])I.[C:57]([O:60][C:61](=O)[CH3:62])(=[O:59])[CH3:58]>[Cu].CCOCC>[C:1]([O:4][C:5]1[CH:10]=[CH:9][C:8]([C:13]([F:56])([F:55])[C:14]([F:54])([F:53])[O:15][C:16]([F:52])([F:51])[C:17]([F:50])([F:49])[O:18][C:19]([F:48])([F:47])[C:20]([F:46])([F:45])[O:21][C:22]([F:44])([F:43])[C:23]([F:42])([F:41])[C:24]([F:40])([F:39])[C:25]([F:38])([F:37])[C:26]([F:36])([F:35])[O:27][C:28]([F:34])([F:33])[C:29]([F:32])([F:31])[C:5]2[CH:10]=[CH:62][C:61]([O:60][C:57](=[O:59])[CH3:58])=[CH:7][CH:6]=2)=[CH:7][CH:6]=1)(=[O:3])[CH3:2]. Procedure details: 4-Iodophenyl acetate (7.86 g, 0.030 mole), 1,17-diiodoperfluoro-3,6,9,15-tetraoxaheptadecane (9.68 g, 0.010 mole), and copper bronze (5.08 g, 0.080 g atom) were stirred together under nitrogen at 113°-117° C for 48 hours. The cooled reaction mixture was added to 200 ml of ether. The cuprous salts and excess copper were filtered off and washed on the frit with ether. The ethereal solution was washed several times with water to remove the reaction solvent, dried over anhydrous magnesium sulfate, a...